This data is from the Open Reaction Database (ORD), a public repository of structured organic reaction records. The task is: describe an organic reaction: reactants, conditions, products, and yield The reactants are CC(=O)O, CCO, [Na+], [OH-], O, CCOC(=O)Cn1nnc(-c2ccc(CCc3cccc(OCc4ccc5ccccc5n4)c3)cc2)n1. Product: O=C(O)Cn1nnc(-c2ccc(CCc3cccc(OCc4ccc5ccccc5n4)c3)cc2)n1. As a reaction SMILES: [CH3:38][C:39](=[O:40])[OH:41].[CH3:42][CH2:43][OH:44].[Na+:46].[OH-:45].[OH2:47].[n:1]1[c:2]([CH2:11][O:12][c:13]2[cH:14][c:15]([CH2:16][CH2:17][c:18]3[cH:19][cH:20][c:21](-[c:24]4[n:25][n:26]([CH2:29][C:30](=[O:31])[O:32][CH2:33][CH3:34])[n:27][n:28]4)[cH:22][cH:23]3)[cH:35][cH:36][cH:37]2)[cH:3][cH:4][c:5]2[cH:6][cH:7][cH:8][cH:9][c:10]12>>[n:1]1[c:2]([CH2:11][O:12][c:13]2[cH:14][c:15]([CH2:16][CH2:17][c:18]3[cH:19][cH:20][c:21](-[c:24]4[n:25][n:26]([CH2:29][C:30](=[O:31])[OH:32])[n:27][n:28]4)[cH:22][cH:23]3)[cH:35][cH:36][cH:37]2)[cH:3][cH:4][c:5]2[cH:6][cH:7][cH:8][cH:9][c:10]12. Starting materials: COC=1C=C(C=CC1CNS(=O)C(C)(C)C)OS(=O)(=O)C(F)(F)F (trifluoro-methanesulfonic acid 3-methoxy-4-[(2-methyl-propane-2-sulfinylamino)-methyl]-phenyl ester), ClC=1C=CC(=C(C1)B(O)O)OC (5-chloro-2-methoxyphenyl boronic acid), C([O-])([O-])=O.[K+].[K+] (potassium carbonate), C1(=CC=CC=C1)C (toluene). Reagents/catalysts: C=1C=CC(=CC1)[P](C=2C=CC=CC2)(C=3C=CC=CC3)[Pd]([P](C=4C=CC=CC4)(C=5C=CC=CC5)C=6C=CC=CC6)([P](C=7C=CC=CC7)(C=8C=CC=CC8)C=9C=CC=CC9)[P](C=1C=CC=CC1)(C=1C=CC=CC1)C=1C=CC=CC1 (tetrakis(triphenylphosphine)palladium). The solvent is CO (methanol). Run at temperature 120 celsius, time 2 hour. Yields the product ClC=1C=CC(=C(C1)C1=CC(=C(C=C1)NC)OC)OC ((5′-chloro-3,2′-dimethoxy-biphenyl-4-yl)-methylamine). RXN SMILES: COC1C=C(OS(C(F)(F)F)(=O)=O)C=CC=1[CH2:9][NH:10]S(C(C)(C)C)=O.[Cl:25][C:26]1[CH:27]=[CH:28][C:29]([O:35][CH3:36])=[C:30](B(O)O)[CH:31]=1.[C:37](=[O:40])([O-])[O-].[K+].[K+].[C:43]1(C)[CH:48]=[CH:47][CH:46]=[CH:45][CH:44]=1>CO.C1C=CC([P]([Pd]([P](C2C=CC=CC=2)(C2C=CC=CC=2)C2C=CC=CC=2)([P](C2C=CC=CC=2)(C2C=CC=CC=2)C2C=CC=CC=2)[P](C2C=CC=CC=2)(C2C=CC=CC=2)C2C=CC=CC=2)(C2C=CC=CC=2)C2C=CC=CC=2)=CC=1>[Cl:25][C:26]1[CH:27]=[CH:28][C:29]([O:35][CH3:36])=[C:30]([C:46]2[CH:47]=[CH:48][C:43]([NH:10][CH3:9])=[C:44]([O:40][CH3:37])[CH:45]=2)[CH:31]=1 |f:2.3.4,^1:55,57,76,95|. Procedure: A mixture of 2-methoxy-4-hydroxybenzaldehyde (0.406 g, 2.67 mmol), N-phenyl-bis (trifluoromethane)sulfonimide) (0.953 g, 2.67 mmol) and potassium carbonate (0.74 g, 5.3 mmol) in tetrahydrofuran (4.0 ml) was heated in a microwave oven at 120° C. for 10 min. The mixture was partitioned between ethyl acetate and dilute aqueous sodium hydroxide solution. The organic phase was washed with water, dried over anhydrous sodium sulfate and the solvent evaporated to give trifluoro-methanesulfonic acid 4-fo... RXN SMILES: C[O:2][C:3]1[CH:4]=[CH:5][C:6]2[S:10][C:9]([S:11]([NH2:14])(=[O:13])=[O:12])=[N:8][C:7]=2[CH:15]=1.[Cl-].[Al+3].[Cl-].[Cl-]>CCCCCCC>[OH:2][C:3]1[CH:4]=[CH:5][C:6]2[S:10][C:9]([S:11]([NH2:14])(=[O:13])=[O:12])=[N:8][C:7]=2[CH:15]=1 |f:1.2.3.4|. Run in CCCCCCC (heptane). Isolated yield 58.8%. The product is OC=1C=CC2=C(N=C(S2)S(=O)(=O)N)C1 (5-hydroxy-2-benzothiazolesulfonamide). Starting materials: COC=1C=CC2=C(N=C(S2)S(=O)(=O)N)C1 (5-methoxy-2-benzothiazolesulfonamide), [Cl-].[Al+3].[Cl-].[Cl-] (aluminum chloride), ice water. Procedure: A stirred suspension of 5-methoxy-2-benzothiazolesulfonamide (11.8 g, 0.048 mole) and aluminum chloride (28 g, 0.21 mole) in heptane (500 ml) is heated at reflux for 21/2 hours then cooled. The aluminum chloride complex is decomposed by the addition of ice water (400 ml) to give 6.5 g of 5-hydroxy-2-benzothiazolesulfonamide which melts at 224° C. after reprecipitation from dilute sodium hydroxide with dilute hydrochloric acid. Reactants: CC#N, NCCN, [Na+], [OH-], ClCc1cnccn1. Yields the product NCCNCc1cnccn1. Reaction SMILES: [CH3:15][C:16]#[N:17].[NH2:1][CH2:2][CH2:3][NH2:4].[Na+:14].[OH-:13].[n:5]1[c:6]([CH2:11][Cl:12])[cH:7][n:8][cH:9][cH:10]1>>[NH:1]([CH2:2][CH2:3][NH2:4])[CH2:11][c:6]1[n:5][cH:10][cH:9][n:8][cH:7]1. The reactants are C(=O)(OC(C)(C)C)[C@@](COC(=O)Cl)(C(=O)OC(C1=CC=CC=C1)C1=CC=CC=C1)N ((2R)-2-BOC-amino-2-diphenylmethoxycarbonylethoxycarbonyl chloride), N1=CC=CC=C1 (pyridine), C1(=CC=C(C=C1)S(=O)(=O)O)C.C1(=CC=CC=C1)C(C1=CC=CC=C1)OC(=O)C1=C(CS[C@H]2N1C([C@H]2NC([C@@H](NC(=O)N2C(C(N(CC2)CC)=O)=O)C2=CC=C(C=C2)N)=O)=O)CSC2=NN=NN2C (3-[(1-methyl-1H-tetrazol-5-yl)-thiomethyl]-7β-[(2S)-2-(4-aminophenyl)-2-(4-ethyl-2,3-dioxopiperazine-1-carboxamido)-acetamido]-3-cephem-4-carboxylic acid diphenylmethyl ester p-toluenesulphonate). Solvent: O1CCCC1 (tetrahydrofuran). Product: C1(=CC=CC=C1)C(C1=CC=CC=C1)OC(=O)C1=C(CS[C@H]2N1C([C@H]2NC([C@@H](NC(=O)N2C(C(N(CC2)CC)=O)=O)C2=CC=C(C=C2)N(C(=O)OC[C@H](C(=O)OC(C2=CC=CC=C2)C2=CC=CC=C2)C(=O)OC(C)(C)C)N)=O)=O)CSC2=NN=NN2C (3-[(1-methyl-1H-tetrazol-5-yl)-thiomethyl]-7β-{(2S)-2-[4-((2R)-2-BOC-amino-2-diphenylmethoxycarbonylethoxycarbonylamino)-phenyl]-2-(4-ethyl-2,3-dioxopiperazine-1-carboxamido)-acetamido}-3-cephem-4-carboxylic acid diphenylmethyl ester). RXN SMILES: C1(C)C=CC(S(O)(=O)=O)=CC=1.[C:12]1([CH:18]([O:25][C:26]([C:28]2[N:33]3[C:34](=[O:60])[C@@H:35]([NH:36][C:37](=[O:59])[C@H:38]([C:52]4[CH:57]=[CH:56][C:55]([NH2:58])=[CH:54][CH:53]=4)[NH:39][C:40]([N:42]4[CH2:47][CH2:46][N:45]([CH2:48][CH3:49])[C:44](=[O:50])[C:43]4=[O:51])=[O:41])[C@H:32]3[S:31][CH2:30][C:29]=2[CH2:61][S:62][C:63]2[N:67]([CH3:68])[N:66]=[N:65][N:64]=2)=[O:27])[C:19]2[CH:24]=[CH:23][CH:22]=[CH:21][CH:20]=2)[CH:17]=[CH:16][CH:15]=[CH:14][CH:13]=1.[C:69]([C@:76](N)([C:82]([O:84][CH:85]([C:92]1[CH:97]=[CH:96][CH:95]=[CH:94][CH:93]=1)[C:86]1[CH:91]=[CH:90][CH:89]=[CH:88][CH:87]=1)=[O:83])[CH2:77][O:78][C:79](Cl)=[O:80])([O:71][C:72]([CH3:75])([CH3:74])[CH3:73])=[O:70].[N:99]1C=CC=CC=1>O1CCCC1>[C:12]1([CH:18]([O:25][C:26]([C:28]2[N:33]3[C:34](=[O:60])[C@@H:35]([NH:36][C:37](=[O:59])[C@H:38]([C:52]4[CH:53]=[CH:54][C:55]([N:58]([NH2:99])[C:79]([O:78][CH2:77][C@@H:76]([C:69]([O:71][C:72]([CH3:74])([CH3:73])[CH3:75])=[O:70])[C:82]([O:84][CH:85]([C:86]5[CH:91]=[CH:90][CH:89]=[CH:88][CH:87]=5)[C:92]5[CH:97]=[CH:96][CH:95]=[CH:94][CH:93]=5)=[O:83])=[O:80])=[CH:56][CH:57]=4)[NH:39][C:40]([N:42]4[CH2:47][CH2:46][N:45]([CH2:48][CH3:49])[C:44](=[O:50])[C:43]4=[O:51])=[O:41])[C@H:32]3[S:31][CH2:30][C:29]=2[CH2:61][S:62][C:63]2[N:67]([CH3:68])[N:66]=[N:65][N:64]=2)=[O:27])[C:19]2[CH:24]=[CH:23][CH:22]=[CH:21][CH:20]=2)[CH:17]=[CH:16][CH:15]=[CH:14][CH:13]=1 |f:0.1|. Reported procedure: In the manner described in Example 12, 1.61 g of 3-[(1-methyl-1H-tetrazol-5-yl)-thiomethyl]-7β-[(2S)-2-(4-aminophenyl)-2-(4-ethyl-2,3-dioxopiperazine-1-carboxamido)-acetamido]-3-cephem-4-carboxylic acid diphenylmethyl ester p-toluenesulphonate are reacted with 1.33 g of (2R)-2-BOC-amino-2-diphenylmethoxycarbonylethoxycarbonyl chloride and 0.34 ml of pyridine in 40 ml of tetrahydrofuran and worked up. The resulting crude product is chromatographed over 250 g of silica gel and 250 ml fractions are... Reactants: C(C)NCC (diethylamine), CC(C(C(C)=O)=NO)=O (pentane-2,3,4-trione 3-oxime), S(=O)(=O)(OC)OC (dimethyl sulfate), C([O-])([O-])=O.[K+].[K+] (potassium carbonate). The solvent is CN(C=O)C (Dimethylformamide), CN(C=O)C (dimethyl formamide), COC(C)(C)C (tert-butyl methyl ether). Run at temperature 20 celsius, time 2 hour. Product: CN(C)C=O.CC(C)(C)OC (DMF MTBE). Yield: 86.7%. As a reaction SMILES: C[C:2](=[O:9])[C:3](=NO)[C:4](=O)[CH3:5].S([O:15][CH3:16])(OC)(=O)=O.[C:17](=O)([O-])[O-].[K+].[K+].[CH2:23]([NH:25][CH2:26]C)C>CN(C)C=O.COC(C)(C)C>[CH3:23][N:25]([CH:2]=[O:9])[CH3:26].[CH3:17][C:4]([O:15][CH3:16])([CH3:3])[CH3:5] |f:2.3.4,8.9|. Procedure: A solution of 12.9 g of pentane-2,3,4-trione 3-oxime in 38.5 g of DMF and 13.9 g of dimethyl sulfate (DMS) were added dropwise to a suspension of 16.6 g of potassium carbonate in a mixture of 32 g of dimethyl formamide (DMF) and 8 g of tert-butyl methyl ether (MTBE) at about 20° C. with cooling. After stirring at about 20° C. for 2 h, 2.2 g of diethylamine were added to destroy excess DMS and, after stirring at about 20° C. for a further hour, 130 ml of water were added. The solution was extract... Reactants: C(#N)[BH3-].[Na+] (Sodium cyanoborohydride), OCCC=1NC2=CC=CC=C2C1 (2-(2-hydroxyethyl)indole), O (water). Solvent: C(C)(=O)O (acetic acid). Reaction conditions: time 24 hour. Yields the product OCCC1NC2=CC=CC=C2C1 (2-(2-Hydroxyethyl)indoline). Isolated yield 98.8%. As a reaction SMILES: C([BH3-])#N.[Na+].[OH:5][CH2:6][CH2:7][C:8]1[NH:9][C:10]2[C:15]([CH:16]=1)=[CH:14][CH:13]=[CH:12][CH:11]=2.O>C(O)(=O)C>[OH:5][CH2:6][CH2:7][CH:8]1[CH2:16][C:15]2[C:10](=[CH:11][CH:12]=[CH:13][CH:14]=2)[NH:9]1 |f:0.1|. Procedure details: Sodium cyanoborohydride (63 g) is added in portions to a stirred solution of 2-(2-hydroxyethyl)indole (43 g) in acetic acid (750 cc), whilst cooling the reaction mixture with a bath of cold water so as not to exceed 20° C. The mixture is stirred for 24 hours at this temperature. It is then concentrated to about 100 cc at 50° C. under reduced pressure (20 mm Hg). The residue is taken up in a mixture of water and ice (500 cc), the resulting mixture is rendered alkaline to pH 10 with an aqueous sol... The solvent is C(Cl)Cl (DCM). Conditions: temperature 0 celsius, time 1 hour. Procedure details: tert-Butyl 2-(2-methoxyquinoline-3-carbonyl)hydrazinecarboxylate (1.23 g, 3.87 mmol) was dissolved in DCM (10 mL) and cooled to 0° C. Trifluoroacetic acetic acid (10 mL) was added and the mixture was stirred at room temperature for 1 h. Solvents were evaporated and the residue was washed with water. The product was used without purification in the next step. MS (ES) C11H11N3O2 requires: 217.22, found: 218. As a reaction SMILES: [CH3:1][O:2][C:3]1[C:12]([C:13]([NH:15][NH:16]C(OC(C)(C)C)=O)=[O:14])=[CH:11][C:10]2[C:5](=[CH:6][CH:7]=[CH:8][CH:9]=2)[N:4]=1.C(O)(=O)C>C(Cl)Cl>[CH3:1][O:2][C:3]1[C:12]([C:13]([NH:15][NH2:16])=[O:14])=[CH:11][C:10]2[C:5](=[CH:6][CH:7]=[CH:8][CH:9]=2)[N:4]=1. Starting materials: COC1=NC2=CC=CC=C2C=C1C(=O)NNC(=O)OC(C)(C)C (tert-Butyl 2-(2-methoxyquinoline-3-carbonyl)hydrazinecarboxylate), C(C)(=O)O (acetic acid). Yields the product COC1=NC2=CC=CC=C2C=C1C(=O)NN (2-methoxyquinoline-3-carbohydrazide).